Task: describe an organic reaction: reactants, conditions, products, and yield. Dataset: the Open Reaction Database (ORD), a public repository of structured organic reaction records Starting materials: NC1=C(C=C(C=C1C(F)(F)F)N1C=NN=C1)Br (4-(4-amino-3-bromo-5-trifluoromethylphenyl)-1,2,4-triazole), cuprous cyanide, CN1C(CCC1)=O (1-methyl-2-pyrrolidone). Yields the product NC1=C(C=C(C=C1C(F)(F)F)N1C=NN=C1)C#N (4-(4-Amino-3-cyano-5-trifluoromethylphenyl)-1,2,4-triazole). As a reaction SMILES: [NH2:1][C:2]1[C:7]([C:8]([F:11])([F:10])[F:9])=[CH:6][C:5]([N:12]2[CH:16]=[N:15][N:14]=[CH:13]2)=[CH:4][C:3]=1Br.[CH3:18][N:19]1CCCC1=O>>[NH2:1][C:2]1[C:7]([C:8]([F:11])([F:10])[F:9])=[CH:6][C:5]([N:12]2[CH:16]=[N:15][N:14]=[CH:13]2)=[CH:4][C:3]=1[C:18]#[N:19]. Reported procedure: The following compound, m.p. 283°, was similarly prepared to the previous Preparation using 4-(4-amino-3-bromo-5-trifluoromethylphenyl)-1,2,4-triazole, cuprous cyanide and 1-methyl-2-pyrrolidone as the starting materials: ##STR148## Reactants: N(C(C)C)C(C)C (iPr2NH), C[Si](C)(C)C#C (trimethylsilylacetylene), BrC1=CC=C(C(=O)C2=CC=C(C=C2)Br)C=C1 (4,4'-dibromobenzophenone), PdCl2 (PPh3)2. Reagents/catalysts: [Cu]I (CuI). Run in C1CCOC1 (THF). Conditions: time 40 hour. Yields the product C[Si](C)(C)C#CC1=CC=C(C(=O)C2=CC=C(C=C2)C#C[Si](C)(C)C)C=C1 (4,4'-bis(trimethylsilylethynyl)benzophenone). Yield: 96.0%. RXN SMILES: Br[C:2]1[CH:16]=[CH:15][C:5]([C:6]([C:8]2[CH:13]=[CH:12][C:11](Br)=[CH:10][CH:9]=2)=[O:7])=[CH:4][CH:3]=1.N([CH:21]([CH3:23])C)C(C)C.[CH3:24][Si:25]([C:28]#[CH:29])([CH3:27])[CH3:26]>[Cu]I.C1COCC1>[CH3:24][Si:25]([C:28]#[C:29][C:2]1[CH:16]=[CH:15][C:5]([C:6]([C:8]2[CH:13]=[CH:12][C:11]([C:23]#[C:21][Si:25]([CH3:27])([CH3:26])[CH3:24])=[CH:10][CH:9]=2)=[O:7])=[CH:4][CH:3]=1)([CH3:27])[CH3:26]. Procedure details: To a flask containing a mixture of 4,4'-dibromobenzophenone (5.0 g, 14.7 mmol), PdCl2 (PPh3)2 (0.42 mg, 0.60 mmol), and CuI (60 mg, 0.30 mmol) was added THF (100 mL), iPr2NH (20 mL) and trimethylsilylacetylene (4.6 mL, 32.5 mmol) under a nitrogen atmosphere. The mixture was stirred at room temperature for 40 hours. The solvent was removed under vacuum, and the residue was extracted with CH2Cl2 /H2O. The organic layer was collected, dried over MgSO4, filtered through Al2O3, and pumped dry. The re... The reactants are C([O-])([O-])=O.[K+].[K+] (Potassium carbonate), C(C)(=O)OCCCC(C1=CC(=C(C(=C1)F)F)F)C1=NN=C(N1)\C=C\C1=CC(=C(C=C1)N1C=NC(=C1)C)OC (4-{5-{(E)-2-[3-methoxy-4-(4-methyl-1H-imidazol-1-yl)phenyl]vinyl}-4H-[1,2,4]triazol-3-yl}-4-(3,4,5-trifluorophenyl)butyl acetate), C(C)(=O)OCC (Ethyl acetate). Run in CO (methanol), [Cl-].[Na+].O (brine). Conditions: time 3 hour. Yields the product COC=1C=C(C=CC1N1C=NC(=C1)C)/C=C/C=1NC(=NN1)C(CCCO)C1=CC(=C(C(=C1)F)F)F (4-{5-{(E)-2-[3-methoxy-4-(4-methyl-1H-imidazol-1-yl)phenyl]vinyl}-4H-[1,2,4]triazol-3-yl}-4-(3,4,5-trifluorophenyl)butan-1-ol). Isolated yield 88.3%. As a reaction SMILES: C(=O)([O-])[O-].[K+].[K+].C([O:10][CH2:11][CH2:12][CH2:13][CH:14]([C:24]1[NH:28][C:27](/[CH:29]=[CH:30]/[C:31]2[CH:36]=[CH:35][C:34]([N:37]3[CH:41]=[C:40]([CH3:42])[N:39]=[CH:38]3)=[C:33]([O:43][CH3:44])[CH:32]=2)=[N:26][N:25]=1)[C:15]1[CH:20]=[C:19]([F:21])[C:18]([F:22])=[C:17]([F:23])[CH:16]=1)(=O)C.C(OCC)(=O)C>CO.[Cl-].[Na+].O>[CH3:44][O:43][C:33]1[CH:32]=[C:31](/[CH:30]=[CH:29]/[C:27]2[NH:28][C:24]([CH:14]([C:15]3[CH:16]=[C:17]([F:23])[C:18]([F:22])=[C:19]([F:21])[CH:20]=3)[CH2:13][CH2:12][CH2:11][OH:10])=[N:25][N:26]=2)[CH:36]=[CH:35][C:34]=1[N:37]1[CH:41]=[C:40]([CH3:42])[N:39]=[CH:38]1 |f:0.1.2,6.7.8|. Procedure details: Potassium carbonate (210 mg) was added to a solution of 4-{5-{(E)-2-[3-methoxy-4-(4-methyl-1H-imidazol-1-yl)phenyl]vinyl}-4H-[1,2,4]triazol-3-yl}-4-(3,4,5-trifluorophenyl)butyl acetate (400 mg) in methanol (3 mL), and the reaction solution was stirred at room temperature for three hours. Ethyl acetate and brine were added to the reaction solution, and the organic layer was separated. The resulting organic layer was dried over anhydrous magnesium sulfate and concentrated under reduced pressure to... Reagents/catalysts: [Ni] (Raney nickel). Solvent: CO (methanol). Procedure details: A solution of 1 g of 2-(4-nitrophenyl)-2-(1,3-dihydro-1,3-dioxoisoindol-5-yloxy)-N-(4-tertbutylphenylsulfonyl)acetamide in 25 ml of methanol is hydrogenated to completion at normal pressure and 20° on 1 g of Raney nickel. The mixture is filtered, the solvent is removed and 2-(4-aminophenyl)-2-(1,3-dihydro-1,3-dioxoisoindol-5-yloxy)-N-(4-tert-butylphenylsulfonyl)acetamide is obtained. Reactants: [N+](=O)([O-])C1=CC=C(C=C1)C(C(=O)NS(=O)(=O)C1=CC=C(C=C1)C(C)(C)C)OC=1C=C2C(NC(C2=CC1)=O)=O (2-(4-nitrophenyl)-2-(1,3-dihydro-1,3-dioxoisoindol-5-yloxy)-N-(4-tertbutylphenylsulfonyl)acetamide). Reaction SMILES: [N+:1]([C:4]1[CH:9]=[CH:8][C:7]([CH:10]([O:27][C:28]2[CH:29]=[C:30]3[C:34](=[CH:35][CH:36]=2)[C:33](=[O:37])[NH:32][C:31]3=[O:38])[C:11]([NH:13][S:14]([C:17]2[CH:22]=[CH:21][C:20]([C:23]([CH3:26])([CH3:25])[CH3:24])=[CH:19][CH:18]=2)(=[O:16])=[O:15])=[O:12])=[CH:6][CH:5]=1)([O-])=O>CO.[Ni]>[NH2:1][C:4]1[CH:5]=[CH:6][C:7]([CH:10]([O:27][C:28]2[CH:29]=[C:30]3[C:34](=[CH:35][CH:36]=2)[C:33](=[O:37])[NH:32][C:31]3=[O:38])[C:11]([NH:13][S:14]([C:17]2[CH:18]=[CH:19][C:20]([C:23]([CH3:26])([CH3:24])[CH3:25])=[CH:21][CH:22]=2)(=[O:16])=[O:15])=[O:12])=[CH:8][CH:9]=1. The product is NC1=CC=C(C=C1)C(C(=O)NS(=O)(=O)C1=CC=C(C=C1)C(C)(C)C)OC=1C=C2C(NC(C2=CC1)=O)=O (2-(4-aminophenyl)-2-(1,3-dihydro-1,3-dioxoisoindol-5-yloxy)-N-(4-tert-butylphenylsulfonyl)acetamide). Reactants: O=C1CCC(=NN1)C1=CC=C(C(=O)Cl)C=C1 (4-(1,4,5,6-tetrahydro-6-oxo-3-pyridazinyl)benzoyl chloride), FC1=C(N)C=CC=C1 (2-fluoroaniline), N1=CC=CC=C1 (pyridine). The solvent is C1CCOC1 (THF). The product is FC1=C(C=CC=C1)NC(=O)C1=CC=C(C=C1)C=1CCC(NN1)=O (6-[4-(2-Fluorophenylaminocarbonyl)phenyl]-4,5-dihydro-3(2H)-pyridazinone). Isolated yield 38.5%. RXN SMILES: [O:1]=[C:2]1[NH:7][N:6]=[C:5]([C:8]2[CH:16]=[CH:15][C:11]([C:12](Cl)=[O:13])=[CH:10][CH:9]=2)[CH2:4][CH2:3]1.[F:17][C:18]1[CH:24]=[CH:23][CH:22]=[CH:21][C:19]=1[NH2:20].N1C=CC=CC=1>C1COCC1>[F:17][C:18]1[CH:24]=[CH:23][CH:22]=[CH:21][C:19]=1[NH:20][C:12]([C:11]1[CH:15]=[CH:16][C:8]([C:5]2[CH2:4][CH2:3][C:2](=[O:1])[NH:7][N:6]=2)=[CH:9][CH:10]=1)=[O:13]. Procedure: 120 mg (0.5 mmol) of 4-(1,4,5,6-tetrahydro-6-oxo-3-pyridazinyl)benzoyl chloride from example I are stirred, at 60° C. for 2 hours, in 5 ml of THF together with 56 mg (0.5 mmol) of 2-fluoroaniline and 0.1 ml of pyridine. The mixture is cooled down and inspissated. The inspissation residue is purified on a silica gel column. The clean fractions are combined, inspissated, crystallized using methanol, filtered-off with suction and washed with methanol. This results in 60 mg of colorless crystals hav... Starting materials: ( B ), CC=1NC(=C(C(C1[N+](=O)[O-])C1=CC=CC2=C1NOO2)C(=O)O)C ((+)-2,6-dimethyl-3-nitro-4-(4-benzodioxazolyl)-5-carboxy-1,4-dihydropyridine), (-)-2,6-dimethyl-3-dimethylphosphonyl-4-(3-nitrophenyl)-5-carboxy-1,4-dihydropyridine, CC=1NC(=C(C(C1C#N)C1=C(C=CC=C1)C(F)(F)F)C(=O)O)C ((-)-2,6-dimethyl-3-cyano-4-(2-trifluoromethylphenyl)-5-carboxy-1,4-dihydropyridine), CC=1NC(=C(C(C1[N+](=O)[O-])C1=C(C=CC=C1)C(F)(F)F)C(=O)O)C ((+)-2,6-dimethyl-3-nitro-4-(2-trifluoromethylphenyl)-5-carboxy-1,4-dihydropyridine), CC=1NC(=C(C(C1C(=O)OC)C1=CC(=CC=C1)[N+](=O)[O-])C(=O)O)C ((+)-2,6-dimethyl-3-methoxycarbonyl-4-(3-nitrophenyl)-5-carboxy-1,4-dihydropyridine), CC=1NC(=C(C(C1[N+](=O)[O-])C1=C(C=CC=C1)C(F)(F)F)C(=O)O)C ((-)-2,6-dimethyl-3-nitro-4-(2-trifluoromethylphenyl)-5-carboxy-1,4-dihydropyridine), (-)-2,6-dimethyl-3-diisopropylphosphonyl-4-(3-nitrophenyl)-5-carboxy-1,4-dihydropyridine, CC=1NC(=C(C(C1S(=O)(=O)OC)C1=CC(=CC=C1)[N+](=O)[O-])C(=O)O)C ((+)-2,6-dimethyl-3-methoxysulfonyl-4-(3-nitrophenyl)-5-carboxy-1,4-dihydropyridine), (+)-2,6-dimethyl-3-dimethylphosphonyl-4-(3-nitrophenyl)-5-carboxy-1,4-dihydropyridine, CC=1NC(=C(C(C1C#N)C1=C(C=CC=C1)C(F)(F)F)C(=O)O)C ((+)-2,6-dimethyl-3-cyano-4-(2-trifluoromethylphenyl)-5-carboxy-1,4-dihydropyridine), CC=1NC(=C(C(C1[N+](=O)[O-])C1=CC=CC2=C1NOO2)C(=O)O)C ((-)-2,6-dimethyl-3-nitro-4-(4-benzodioxazolyl)-5-carboxy-1,4-dihydropyridine), CC=1NC(=C(C(C1S(=O)(=O)OC)C1=CC(=CC=C1)[N+](=O)[O-])C(=O)O)C ((-)-2,6-dimethyl-3-methoxysulfonyl-4-(3-nitrophenyl)-5-carboxy-1,4-dihydropyridine), (+)-2,6-dimethyl-3-diethylphosphonyl-4-(3-nitrophenyl)-5-carboxy-1,4-dihydropyridine. Run in C(C)(C)O (isopropanol), CO (methanol), C(C)O (ethanol). The product is CC=1NC(=C(C(C1C(=O)OC)C1=CC(=CC=C1)[N+](=O)[O-])C(=O)OCCN(C)CC1=CC=CC=C1)C (2,6-dimethyl-3-methoxycarbonyl-4-(3-nitrophenyl)-5-[ 2-(N-benzyl-N-methylamino)ethoxycarbonyl]-1,4-dihydropyridine). As a reaction SMILES: [CH3:1][C:2]1[NH:3][C:4]([CH3:25])=[C:5]([C:22]([OH:24])=[O:23])[CH:6]([C:13]2[CH:18]=[CH:17][CH:16]=[C:15]([N+:19]([O-:21])=[O:20])[CH:14]=2)[C:7]=1S(OC)(=O)=O.CC1NC(C)=C(C(O)=O)C([C:36]2[CH:41]=[CH:40][CH:39]=[CH:38][C:37]=2[C:42](F)(F)F)C=1[N+]([O-])=O.C[C:51]1[NH:52][C:53]([CH3:72])=C(C(O)=O)C(C2C3NOOC=3C=CC=2)C=1[N+]([O-])=O.CC1NC(C)=C(C(O)=O)C(C2C=CC=CC=2C(F)(F)F)C=1C#N.CC1NC(C)=C(C(O)=O)C(C2C=CC=C([N+]([O-])=O)C=2)C=1[C:103]([O:105][CH3:106])=[O:104]>C(O)(C)C.C(O)C.CO>[CH3:1][C:2]1[NH:3][C:4]([CH3:25])=[C:5]([C:22]([O:24][CH2:72][CH2:53][N:52]([CH2:42][C:37]2[CH:36]=[CH:41][CH:40]=[CH:39][CH:38]=2)[CH3:51])=[O:23])[CH:6]([C:13]2[CH:18]=[CH:17][CH:16]=[C:15]([N+:19]([O-:21])=[O:20])[CH:14]=2)[C:7]=1[C:103]([O:105][CH3:106])=[O:104]. Procedure: Similarly, proceeding as in parts (A)(1) and (B) above but substituting (+)-2,6-dimethyl-3-methoxysulfonyl-4-(3-nitrophenyl)-5-carboxy-1,4-dihydropyridine, (-)-2,6-dimethyl-3-methoxysulfonyl-4-(3-nitrophenyl)-5-carboxy-1,4-dihydropyridine, (+)-2,6-dimethyl-3-dimethylphosphonyl-4-(3-nitrophenyl)-5-carboxy-1,4-dihydropyridine, (-)-2,6-dimethyl-3-dimethylphosphonyl-4-(3-nitrophenyl)-5-carboxy-1,4-dihydropyridine, (+)-2,6-dimethyl-3-diethylphosphonyl-4-(3-nitrophenyl)-5-carboxy-1,4-dihydropyridine, ... Starting materials: ClC1=CC(=C(N=N1)C(=O)OC)NC1=NC(=CC=C1)C1CCC1 (methyl 6-chloro-4-(6-cyclobutylpyridin-2-ylamino)pyridazine-3-carboxylate), CO (methanol), N (ammonia). Conditions: time 18 hour. The product is ClC1=CC(=C(N=N1)C(=O)N)NC1=NC(=CC=C1)C1CCC1 (6-chloro-4-(6-cyclobutylpyridin-2-ylamino)pyridazine-3-carboxamide). The yield is 84.3%. As a reaction SMILES: [Cl:1][C:2]1[N:7]=[N:6][C:5]([C:8](OC)=[O:9])=[C:4]([NH:12][C:13]2[CH:18]=[CH:17][CH:16]=[C:15]([CH:19]3[CH2:22][CH2:21][CH2:20]3)[N:14]=2)[CH:3]=1.CO.[NH3:25]>>[Cl:1][C:2]1[N:7]=[N:6][C:5]([C:8]([NH2:25])=[O:9])=[C:4]([NH:12][C:13]2[CH:18]=[CH:17][CH:16]=[C:15]([CH:19]3[CH2:22][CH2:21][CH2:20]3)[N:14]=2)[CH:3]=1. Procedure details: In a 100 mL round bottom flask, methyl 6-chloro-4-(6-cyclobutylpyridin-2-ylamino)pyridazine-3-carboxylate (350 mg, 1.1 mmol) was suspended in ammonia 7M in methanol (7.87 g, 10.0 mL, 70.0 mmol). The flask was sealed and stirred at room temperature for 18 h. The solid formed was separated by filtration and dried in high vacuum to give 6-chloro-4-(6-cyclobutylpyridin-2-ylamino)pyridazine-3-carboxamide (281 mg, 84.3% yield) as a white solid. 1H NMR (DMSO-d6) δ: 11.95 (s, 1H), 9.34 (s, 1H), 8.85 (s,... The reactants are C(C)(C)(C)OC(C=CC1=CC=C(C=C1)C=O)=O (3-(4-formyl-phenyl)-acrylic acid tert-butyl ester), [OH-].[K+] (KOH), CC(=O)C1=CC(=C(C=C1)F)F (3,4-difluoroacetophenone). Run in O (H2O), C(C)O.O (ethanol water). Conditions: time 8 hour. Product: C(C)(C)(C)OC(C=CC1=CC=C(C=C1)C=CC(=O)C1=CC(=C(C=C1)F)F)=O (3-{4-[3-(3,4-difluoro-phenyl)-3-oxo-propenyl]-phenyl}-acrylic acid tert-butyl ester). Yield: 88.6%. Reaction SMILES: [C:1]([O:5][C:6](=[O:17])[CH:7]=[CH:8][C:9]1[CH:14]=[CH:13][C:12]([CH:15]=O)=[CH:11][CH:10]=1)([CH3:4])([CH3:3])[CH3:2].[OH-].[K+].[CH3:20][C:21]([C:23]1[CH:28]=[CH:27][C:26]([F:29])=[C:25]([F:30])[CH:24]=1)=[O:22]>C(O)C.O.O>[C:1]([O:5][C:6](=[O:17])[CH:7]=[CH:8][C:9]1[CH:14]=[CH:13][C:12]([CH:15]=[CH:20][C:21]([C:23]2[CH:28]=[CH:27][C:26]([F:29])=[C:25]([F:30])[CH:24]=2)=[O:22])=[CH:11][CH:10]=1)([CH3:4])([CH3:3])[CH3:2] |f:1.2,4.5|. Reported procedure: 3-(4-formyl-phenyl)-acrylic acid tert-butyl ester (150 mg, 0.64 mmol) and KOH (72 mg, 1.28 mmol)) were dissolved in ethanol/water (1:1, 5 ml) and 3,4-difluoroacetophenone (83.2 μl, 0.64 mmol) was added to the resulting solution. The resulting mixture was stirred at room temperature overnight and then diluted with H2O. The precipitate was filtered and dried under vacuo to give 210 mg of 3-{4-[3-(3,4-difluoro-phenyl)-3-oxo-propenyl]-phenyl}-acrylic acid tert-butyl ester.